This data is from the Open Reaction Database (ORD), a public repository of structured organic reaction records. The task is: describe an organic reaction: reactants, conditions, products, and yield Starting materials: Cl.NN=CC1=CC(=C(C(=O)NC=2C=CC3=C(CCC(O3)CC(=O)OCC)C2)C=C1)Cl (ethyl rac-(6-(N-(4-(aminoiminomethyl)-2-chlorobenzoyl)amino)-3,4-dihydro-2H-1-benzopyran-2-yl)acetate hydrochloride), C(C)O (ethanol), [OH-].[Na+] (sodium hydroxide). The solvent is C(C)(=O)O (acetic acid). Product: NN=CC1=CC(=C(C(=O)NC=2C=CC3=C(CCC(O3)CC(=O)O)C2)C=C1)Cl (rac-(6-(N-(4-(Aminoiminomethyl)-2-chlorobenzoyl)amino)-3,4-dihydro-2H-1-benzopyran-2-yl)acetic acid). RXN SMILES: Cl.[NH2:2][N:3]=[CH:4][C:5]1[CH:29]=[CH:28][C:8]([C:9]([NH:11][C:12]2[CH:13]=[CH:14][C:15]3[O:20][CH:19]([CH2:21][C:22]([O:24]CC)=[O:23])[CH2:18][CH2:17][C:16]=3[CH:27]=2)=[O:10])=[C:7]([Cl:30])[CH:6]=1.C(O)C.[OH-].[Na+]>C(O)(=O)C>[NH2:2][N:3]=[CH:4][C:5]1[CH:29]=[CH:28][C:8]([C:9]([NH:11][C:12]2[CH:13]=[CH:14][C:15]3[O:20][CH:19]([CH2:21][C:22]([OH:24])=[O:23])[CH2:18][CH2:17][C:16]=3[CH:27]=2)=[O:10])=[C:7]([Cl:30])[CH:6]=1 |f:0.1,3.4|. Procedure: 0.3 g (0.66 mmol) of the ester from Example 75 were stirred overnight at room temperature with a mixture of 5 ml ethanol and 0.5 ml 2 N aqueous sodium hydroxide solution. It was brought to pH 5 with 2 N acetic acid. The precipitate of the title compound was filtered with suction, washed successively with water and with acetone, and dried in vacuo. Yield: 0.19 g (74%) of a white powder, m.p. 269-270° C.(dec.). Starting materials: CC(C)(C)OC(=O)N1CCC(O)CC1, CN(C)C=O, Clc1ccccn1, Cl, [H-], [Na+]. Yields the product CC(C)(C)OC(=O)N1CCC(Oc2ccccn2)CC1. As a reaction SMILES: [C:1]([CH3:2])([CH3:3])([CH3:4])[O:5][C:6](=[O:7])[N:8]1[CH2:9][CH2:10][CH:11]([OH:14])[CH2:12][CH2:13]1.[CH3:25][N:26]([CH3:27])[CH:28]=[O:29].[Cl:18][c:19]1[n:20][cH:21][cH:22][cH:23][cH:24]1.[ClH:17].[H-:15].[Na+:16]>>[C:1]([CH3:2])([CH3:3])([CH3:4])[O:5][C:6](=[O:7])[N:8]1[CH2:9][CH2:10][CH:11]([O:14][c:19]2[n:20][cH:21][cH:22][cH:23][cH:24]2)[CH2:12][CH2:13]1.